Dataset: the Open Reaction Database (ORD), a public repository of structured organic reaction records. Task: describe an organic reaction: reactants, conditions, products, and yield Starting materials: C1(=CC=CC=C1)C(CO)O ((±)-1-phenyl-1,2-ethanediol), C(C)OCC (diethyl ether), C1(=CC=C(C=C1)S(=O)(=O)O)C (para-toluenesulfonic acid), C(C)=O (acetaldehyde). Product: CC1OCC(O1)C1=CC=CC=C1 ((±)-2-methyl-4-phenyl-1,3-dioxolane). Procedure details: A 1 l stirrer fitted with reflux condenser, thermometer and dropping funnel was charged with 223 g (1.47 mol) of (±)-1-phenyl-1,2-ethanediol (3) (91% pure according to GC) from Example 1, 100 ml of diethyl ether and 2 g of para-toluenesulfonic acid and cooled to 5–10° C., and, at this temperature, 80.8 g (1.83 mol) of acetaldehyde were added over the course of 30 min. When the dropwise addition was complete, the mixture was then stirred firstly for 4 h at 5–10° C. and for a further 2 h at a maxi... Run at temperature 20 celsius, time 2 hour. The solvent is O (water). RXN SMILES: [C:1]1([CH:7]([OH:10])[CH2:8][OH:9])[CH:6]=[CH:5][CH:4]=[CH:3][CH:2]=1.[CH2:11](OCC)[CH3:12].C1(C)C=CC(S(O)(=O)=O)=CC=1.C(=O)C>O>[CH3:11][CH:12]1[O:10][CH:7]([C:1]2[CH:6]=[CH:5][CH:4]=[CH:3][CH:2]=2)[CH2:8][O:9]1. Starting materials: ClC=1C=C(C=CC1)NC1=NC=NC(=C1)N (N-(3-chloro-phenyl)-pyrimidine-4,6-diamine), ClC1=C(C=CC=C1)N=C=O (2-chlorophenyl isocyanate). Run in COCCOCCOC (diglyme). Product: ClC1=C(C=CC=C1)NC(NC1=NC=NC(=C1)NC1=CC(=CC=C1)Cl)=O (3-(2-Chloro-phenyl)-1-[6-(3-chloro-phenylamino)-pyrimidin-4-yl]-urea). Isolated yield 52.4%. RXN SMILES: [Cl:1][C:2]1[CH:3]=[C:4]([NH:8][C:9]2[CH:14]=[C:13]([NH2:15])[N:12]=[CH:11][N:10]=2)[CH:5]=[CH:6][CH:7]=1.[Cl:16][C:17]1[CH:22]=[CH:21][CH:20]=[CH:19][C:18]=1[N:23]=[C:24]=[O:25]>COCCOCCOC>[Cl:16][C:17]1[CH:22]=[CH:21][CH:20]=[CH:19][C:18]=1[NH:23][C:24](=[O:25])[NH:15][C:13]1[CH:14]=[C:9]([NH:8][C:4]2[CH:5]=[CH:6][CH:7]=[C:2]([Cl:1])[CH:3]=2)[N:10]=[CH:11][N:12]=1. Procedure: A solution of N-(3-chloro-phenyl)-pyrimidine-4,6-diamine (110 mg, 0.5 mmol) and 2-chlorophenyl isocyanate (60 μL, 0.5 mmol) in diglyme (1.5 mL) is stirred at 80° C. for 18 h. The precipitate which formed over time is filtered and washed with hexane/ethyl acetate to afford the pure title compound (98 mg, 52%). Reactants: BrC1=C2C(=C(NC2=CC=C1)C(=O)OC)C=O (methyl 4-bromo-3-formyl-1H-indole-2-carboxylate), BrCCCOC1=CC=CC2=CC=CC=C12 (1-(3-bromopropoxy)naphthalene), C(=O)([O-])[O-].[Cs+].[Cs+] (Cs2CO3). Solvent: CN(C=O)C (N,N-dimethylformamide), C(C)(=O)OCC (ethyl acetate), O (water). Reaction conditions: time 3 day. Product: BrC1=C2C(=C(N(C2=CC=C1)CCCOC1=CC=CC2=CC=CC=C12)C(=O)OC)C=O (methyl 4-bromo-3-formyl-1-(3-(naphthalen-1-yloxy)propyl)-1H-indole-2-carboxylate). As a reaction SMILES: [Br:1][C:2]1[CH:10]=[CH:9][CH:8]=[C:7]2[C:3]=1[C:4]([CH:15]=[O:16])=[C:5]([C:11]([O:13][CH3:14])=[O:12])[NH:6]2.Br[CH2:18][CH2:19][CH2:20][O:21][C:22]1[C:31]2[C:26](=[CH:27][CH:28]=[CH:29][CH:30]=2)[CH:25]=[CH:24][CH:23]=1.C([O-])([O-])=O.[Cs+].[Cs+]>CN(C)C=O.C(OCC)(=O)C.O>[Br:1][C:2]1[CH:10]=[CH:9][CH:8]=[C:7]2[C:3]=1[C:4]([CH:15]=[O:16])=[C:5]([C:11]([O:13][CH3:14])=[O:12])[N:6]2[CH2:18][CH2:19][CH2:20][O:21][C:22]1[C:31]2[C:26](=[CH:27][CH:28]=[CH:29][CH:30]=2)[CH:25]=[CH:24][CH:23]=1 |f:2.3.4|. Procedure details: To a solution of EXAMPLE 107A (1.76 g) in N,N-dimethylformamide (10 mL) was added 1-(3-bromopropoxy)naphthalene (1.66 g) and Cs2CO3 (6.10 g). The mixture was stirred for 3 days at room temperature. The mixture was diluted with ethyl acetate (300 mL) and water (200 mL). The aqueous layer was extracted with ethyl acetate. The combined organic extracts were washed with water (×3) and brine and dried over Na2SO4. After filtration, concentration of solvent gave crude product, which was purified by co... Starting materials: CCOC(=O)c1csc(NC(C)=O)n1, CO, Cl, [Na+], [OH-]. As a reaction SMILES: [C:1]([CH3:2])(=[O:3])[NH:4][c:5]1[s:6][cH:7][c:8]([C:10](=[O:11])[O:12][CH2:13][CH3:14])[n:9]1.[CH3:18][OH:19].[ClH:17].[Na+:16].[OH-:15]>>[C:1]([CH3:2])(=[O:3])[NH:4][c:5]1[s:6][cH:7][c:8]([C:10](=[O:11])[OH:12])[n:9]1. The product is CC(=O)Nc1nc(C(=O)O)cs1. Starting materials: O1CCN(CC1)S(=O)(=O)C=1C=C(C(=O)NC2[C@]3(CC[C@@H](C2(C)C)C3)C)C=CC1NCC1=CC(=C(C(=C1)OC)OC)OC (3-(Morpholinosulfonyl)-4-(3,4,5-trimethoxybenzylamino)-N-((1S,4R)-1,3,3-trimethylbicyclo[2.2.1]heptan-2-yl)benzamide), FC(C(=O)O)(F)F (trifluoroacetic acid). Conditions: time 8 hour. Product: NC1=C(C=C(C(=O)NC2[C@]3(CC[C@@H](C2(C)C)C3)C)C=C1)S(=O)(=O)N1CCOCC1 (4-amino-3-(morpholinosulfonyl)-N-((1S,4R)-1,3,3-trimethylbicyclo-[2.2.1]heptan-2-yl)benzamide). Yield: 40.0%. Reaction SMILES: [O:1]1[CH2:6][CH2:5][N:4]([S:7]([C:10]2[CH:11]=[C:12]([CH:26]=[CH:27][C:28]=2[NH:29]CC2C=C(OC)C(OC)=C(OC)C=2)[C:13]([NH:15][CH:16]2[C:21]([CH3:23])([CH3:22])[C@H:20]3[CH2:24][C@:17]2([CH3:25])[CH2:18][CH2:19]3)=[O:14])(=[O:9])=[O:8])[CH2:3][CH2:2]1.FC(F)(F)C(O)=O>>[NH2:29][C:28]1[CH:27]=[CH:26][C:12]([C:13]([NH:15][CH:16]2[C:21]([CH3:22])([CH3:23])[C@H:20]3[CH2:24][C@:17]2([CH3:25])[CH2:18][CH2:19]3)=[O:14])=[CH:11][C:10]=1[S:7]([N:4]1[CH2:5][CH2:6][O:1][CH2:2][CH2:3]1)(=[O:9])=[O:8]. Reported procedure: 3-(Morpholinosulfonyl)-4-(3,4,5-trimethoxybenzylamino)-N-((1S,4R)-1,3,3-trimethylbicyclo[2.2.1]heptan-2-yl)benzamide (2.5.AaBa, 0.36 g, 0.00060 mol) was dissolved in trifluoroacetic acid (7 mL, 0.09 mol). The reaction was stirred overnight at room temperature. The reaction was evaporated to dryness and the residue underwent aqueous workup. Prep-HPLC was performed to isolate the desired product, a white, crystalline solid 2H in 40% yield. MS analysis (m+1)=422.6.